This data is from the Open Reaction Database (ORD), a public repository of structured organic reaction records. The task is: describe an organic reaction: reactants, conditions, products, and yield Starting materials: CC(=O)O, O=S(=O)(N1CCC(F)CC1)C1(c2cc(F)ccc2F)CCC2(CC1)OCCO2, O, O, Cc1ccc(S(=O)(=O)O)cc1. Product: O=C1CCC(c2cc(F)ccc2F)(S(=O)(=O)N2CCC(F)CC2)CC1. RXN SMILES: [C:42]([OH:43])(=[O:44])[CH3:45].[F:1][c:2]1[c:3]([C:9]2([S:19](=[O:20])(=[O:21])[N:22]3[CH2:23][CH2:24][CH:25]([F:28])[CH2:26][CH2:27]3)[CH2:10][CH2:11][C:12]3([O:13][CH2:16][CH2:15][O:14]3)[CH2:17][CH2:18]2)[cH:4][c:5]([F:8])[cH:6][cH:7]1.[OH2:40].[OH2:41].[c:29]1([CH3:30])[cH:31][cH:32][c:33]([S:34]([OH:35])(=[O:36])=[O:37])[cH:38][cH:39]1>>[F:1][c:2]1[c:3]([C:9]2([S:19](=[O:20])(=[O:21])[N:22]3[CH2:23][CH2:24][CH:25]([F:28])[CH2:26][CH2:27]3)[CH2:10][CH2:11][C:12](=[O:13])[CH2:17][CH2:18]2)[cH:4][c:5]([F:8])[cH:6][cH:7]1. Reactants: O=C(CC1CCCCC1)N1C(=O)OCC1Cc1ccccc1, C=CCBr, C[Si](C)(C)[N-][Si](C)(C)C, [Na+], C1CCOC1. The product is C=CCC(C(=O)N1C(=O)OCC1Cc1ccccc1)C1CCCCC1. RXN SMILES: [CH2:1]([c:2]1[cH:3][cH:4][cH:5][cH:6][cH:7]1)[CH:8]1[N:9]([C:14]([CH2:15][CH:16]2[CH2:17][CH2:18][CH2:19][CH2:20][CH2:21]2)=[O:22])[C:10](=[O:13])[O:11][CH2:12]1.[CH2:33]([CH:34]=[CH2:35])[Br:36].[CH3:23][Si:24]([N-:25][Si:26]([CH3:27])([CH3:28])[CH3:29])([CH3:30])[CH3:31].[Na+:32].[O:37]1[CH2:38][CH2:39][CH2:40][CH2:41]1>>[CH2:1]([c:2]1[cH:3][cH:4][cH:5][cH:6][cH:7]1)[CH:8]1[N:9]([C:14]([CH:15]([CH:16]2[CH2:17][CH2:18][CH2:19][CH2:20][CH2:21]2)[CH2:35][CH:34]=[CH2:33])=[O:22])[C:10](=[O:13])[O:11][CH2:12]1. The reactants are CC1=C(N)C(=CC=C1)C (2,6-dimethyl-aniline), C([O-])([O-])=O.[K+].[K+] (potassium carbonate), [N+](=O)([O-])C1=CC=C(C(=O)Cl)C=C1 (p-nitrobenzoyl chloride). Solvent: O1CCCC1 (tetrahydrofuran), O1CCCC1 (tetrahydrofuran). Product: [N+](=O)([O-])C1=CC=C(C(=O)NC2=C(C=CC=C2C)C)C=C1 (4-nitro-N-(2,6-dimethylphenyl)-benzamide). As a reaction SMILES: [CH3:1][C:2]1[CH:8]=[CH:7][CH:6]=[C:5]([CH3:9])[C:3]=1[NH2:4].C(=O)([O-])[O-].[K+].[K+].[N+:16]([C:19]1[CH:27]=[CH:26][C:22]([C:23](Cl)=[O:24])=[CH:21][CH:20]=1)([O-:18])=[O:17]>O1CCCC1>[N+:16]([C:19]1[CH:20]=[CH:21][C:22]([C:23]([NH:4][C:3]2[C:5]([CH3:9])=[CH:6][CH:7]=[CH:8][C:2]=2[CH3:1])=[O:24])=[CH:26][CH:27]=1)([O-:18])=[O:17] |f:1.2.3|. Procedure details: A solution of 0.09 moles of 2,6-dimethyl-aniline in 35 ml of tetrahydrofuran was added to 200 ml of 20% (w/v) aqueous potassium carbonate contained in a one liter flask. A solution of 20 g of p-nitrobenzoyl chloride in 35 ml of tetrahydrofuran was added dropwise. The resulting mixture was refluxed for 12 hours while the pH was maintained at or above pH 8. The solution was cooled to room temperature and extracted three times, each with 100 ml of chloroform. The extracts were combined, dried over ... Reactants: COC(=O)C=1N=C(C2=CC=CC(=C2C1O)OC1=CC=CC=C1)C#N (1-Cyano-4-hydroxy-5-phenoxy-isoquinoline-3-carboxylic acid methyl ester), NCC(=O)O (glycine). The product is C(#N)C1=NC(=C(C2=C(C=CC=C12)OC1=CC=CC=C1)O)C(=O)NCC(=O)O ([(1-Cyano-4-hydroxy-5-phenoxy-isoquinoline-3-carbonyl)-amino]-acetic acid). Reaction SMILES: CO[C:3]([C:5]1[N:6]=[C:7]([C:23]#[N:24])[C:8]2[C:13]([C:14]=1[OH:15])=[C:12]([O:16][C:17]1[CH:22]=[CH:21][CH:20]=[CH:19][CH:18]=1)[CH:11]=[CH:10][CH:9]=2)=[O:4].[NH2:25][CH2:26][C:27]([OH:29])=[O:28]>>[C:23]([C:7]1[C:8]2[C:13](=[C:12]([O:16][C:17]3[CH:22]=[CH:21][CH:20]=[CH:19][CH:18]=3)[CH:11]=[CH:10][CH:9]=2)[C:14]([OH:15])=[C:5]([C:3]([NH:25][CH2:26][C:27]([OH:29])=[O:28])=[O:4])[N:6]=1)#[N:24]. Reported procedure: The title compound was synthesized from 1-Cyano-4-hydroxy-5-phenoxy-isoquinoline-3-carboxylic acid methyl ester and glycine in analogy to example 1b; MS-(+)-ion: M+1=363.9.